Dataset: the Open Reaction Database (ORD), a public repository of structured organic reaction records. Task: describe an organic reaction: reactants, conditions, products, and yield Reactants: [N+](=O)([O-])C=1C=C(C=O)C=CC1 (3-nitrobenzaldehyde), C(Cl)(Cl)Cl (chloroform), [OH-].[K+] (potassium hydroxide). The solvent is CN(C)C=O (DMF), CO (methanol). Conditions: temperature -5 celsius, time 2 hour. The product is ClC(Cl)(Cl)C(C1=CC(=CC=C1)[N+](=O)[O-])O (Trichloromethyl-3-nitrobenzyl alcohol). Isolated yield 89.6%. Reaction SMILES: [N+:1]([C:4]1[CH:5]=[C:6]([CH:9]=[CH:10][CH:11]=1)[CH:7]=[O:8])([O-:3])=[O:2].[CH:12]([Cl:15])([Cl:14])[Cl:13].[OH-].[K+]>CN(C=O)C.CO>[Cl:13][C:12]([CH:7]([OH:8])[C:6]1[CH:9]=[CH:10][CH:11]=[C:4]([N+:1]([O-:3])=[O:2])[CH:5]=1)([Cl:15])[Cl:14] |f:2.3|. Reported procedure: To a solution of 3-nitrobenzaldehyde (200 g, 1.32 mol) and chloroform (238 ml, 2.97 mol) in 800 ml of DMF cooled to -9° C. under nitrogen was added dropwise a solution of potassium hydroxide (59.8 g, 0.92 mol) in 180 ml of methanol over a 2.7 hour period. The deep purple reaction mixture was aged for 2 hours at -8° C. before quenching over 40 minutes into 1.8 liter of lN HCl and 1.8 liter of toluene cooled to -5° C. The quench mixture was stirred and cooled for an additional 0.5 hour and then br...